This data is from the Open Reaction Database (ORD), a public repository of structured organic reaction records. The task is: describe an organic reaction: reactants, conditions, products, and yield Starting materials: C(C)(C)(C)C1=CN(/C(/S1)=N/C(C1=C(C=CC(=C1)C(F)(F)F)F)=O)C[C@H]1OCCC1 (N-[(2Z)-5-tert-butyl-3-[(2S)-tetrahydrofuran-2-ylmethyl]-1,3-thiazol-2(3H)-ylidene]-2-fluoro-5-(trifluoromethyl)benzamide), CN1C(CN(CC1)C)CO ((1,4-dimethylpiperazin-2-yl)methanol). Yields the product C(C)(C)(C)C1=CN(/C(/S1)=N/C(C1=C(C=CC(=C1)C(F)(F)F)OCC1N(CCN(C1)C)C)=O)C[C@H]1OCCC1 (N-[(2Z)-5-tert-butyl-3-[(25)-tetrahydrofuran-2-ylmethyl]-1,3-thiazol-2(3H)-ylidene]-2-[(1,4-dimethylpiperazin-2-yl)methoxy]-5-(trifluoromethyl)benzamide). Reaction SMILES: [C:1]([C:5]1[S:9]/[C:8](=[N:10]\[C:11](=[O:23])[C:12]2[CH:17]=[C:16]([C:18]([F:21])([F:20])[F:19])[CH:15]=[CH:14][C:13]=2F)/[N:7]([CH2:24][C@@H:25]2[CH2:29][CH2:28][CH2:27][O:26]2)[CH:6]=1)([CH3:4])([CH3:3])[CH3:2].[CH3:30][N:31]1[CH2:36][CH2:35][N:34]([CH3:37])[CH2:33][CH:32]1[CH2:38][OH:39]>>[C:1]([C:5]1[S:9]/[C:8](=[N:10]\[C:11](=[O:23])[C:12]2[CH:17]=[C:16]([C:18]([F:21])([F:20])[F:19])[CH:15]=[CH:14][C:13]=2[O:39][CH2:38][CH:32]2[CH2:33][N:34]([CH3:37])[CH2:35][CH2:36][N:31]2[CH3:30])/[N:7]([CH2:24][C@@H:25]2[CH2:29][CH2:28][CH2:27][O:26]2)[CH:6]=1)([CH3:4])([CH3:3])[CH3:2]. Procedure details: A mixture of Example 32B (108 mg, 0.25 mmol) and (1,4-dimethylpiperazin-2-yl)methanol (72 mg, 0.5 mmol) were processed using method described in Example 32B to afford the title compound. 1H NMR (500 MHz, pyridine-d5) δ ppm 1.17-1.26 (m, 9 H), 1.50-1.72 (m, 3 H), 1.86 (dd, J=12.5, 6.1 Hz, 1 H), 2.25 (s, 3 H), 2.31-2.55 (m, 7 H), 2.62 (d, J=10.1 Hz, 1 H), 2.74 (d, J=11.3 Hz, 1 H), 3.19 (d, J=10.7 Hz, 1 H), 3.65 (q, J=7.2 Hz, 1 H), 3.82 (q, J=6.9 Hz, 1 H), 4.16-4.38 (m, 3 H), 4.43-4.56 (m, 2 H), 7.... The reactants are BrC1=C2N=CC(=NC2=CC(=C1)C(C)(C)C)N1CCC(CC1)NS(=O)(=O)C (N-[1-(5-bromo-7-tert-butyl-quinoxalin-2-yl)-piperidin-4-yl]-methanesulfonamide), C(=O)([O-])[O-].[Na+].[Na+] (Na2CO3), 30. The reagents and catalysts are C=1C=CC(=CC1)[P](C=2C=CC=CC2)(C=3C=CC=CC3)[Pd]([P](C=4C=CC=CC4)(C=5C=CC=CC5)C=6C=CC=CC6)([P](C=7C=CC=CC7)(C=8C=CC=CC8)C=9C=CC=CC9)[P](C=1C=CC=CC1)(C=1C=CC=CC1)C=1C=CC=CC1 (Pd(PPh3)4). Solvent: CO (MeOH), C(Cl)Cl (DCM). Product: C(C)(C)(C)C1=CC(=C2N=CC(=NC2=C1)N1CCC(CC1)NS(=O)(=O)C)C=1C(NC=CC1)=O (N-{1-[7-tert-Butyl-5-(2-oxo-1,2-dihydro-pyridin-3-yl)-quinoxalin-2-yl]-piperidin-4-yl}-methanesulfonamide). Reaction SMILES: Br[C:2]1[CH:11]=[C:10]([C:12]([CH3:15])([CH3:14])[CH3:13])[CH:9]=[C:8]2[C:3]=1[N:4]=[CH:5][C:6]([N:16]1[CH2:21][CH2:20][CH:19]([NH:22][S:23]([CH3:26])(=[O:25])=[O:24])[CH2:18][CH2:17]1)=[N:7]2.[C:27]([O-:30])([O-])=O.[Na+].[Na+]>CO.C(Cl)Cl.C1C=CC([P]([Pd]([P](C2C=CC=CC=2)(C2C=CC=CC=2)C2C=CC=CC=2)([P](C2C=CC=CC=2)(C2C=CC=CC=2)C2C=CC=CC=2)[P](C2C=CC=CC=2)(C2C=CC=CC=2)C2C=CC=CC=2)(C2C=CC=CC=2)C2C=CC=CC=2)=CC=1>[C:12]([C:10]1[CH:9]=[C:8]2[C:3]([N:4]=[CH:5][C:6]([N:16]3[CH2:21][CH2:20][CH:19]([NH:22][S:23]([CH3:26])(=[O:25])=[O:24])[CH2:18][CH2:17]3)=[N:7]2)=[C:2]([C:10]2[C:27](=[O:30])[NH:4][CH:3]=[CH:2][CH:11]=2)[CH:11]=1)([CH3:15])([CH3:14])[CH3:13] |f:1.2.3,^1:41,43,62,81|. Procedure: step 2—To a solution of 42 (0.040 g, 0.10 mmol) in MeOH and DCM (3 mL/1 mL), was added Na2CO3 (0.029 g, 0.27 mmol), 30 (0.012 g, 0.11 mmol) and Pd(PPh3)4 (0.010 g, 0.010 mmol). The reaction was irradiated in a microwave synthesizer at 115° C. for 30 min. The reaction was cooled, concentrated and partitioned between EtOAc/H2O (25 mL/25 mL). The aqueous layer was separated and washed EtOAc (2×25 mL). The combined organic extracts were washed with brine (25 mL), dried (Na2SO4), filtered and concent...